Dataset: the Open Reaction Database (ORD), a public repository of structured organic reaction records. Task: describe an organic reaction: reactants, conditions, products, and yield Starting materials: C(CCl)Cl (EDC), NC1CCN(CC1)CCN1C(C=CC2=C(C=C(C=C12)F)F)=O (1-[2-(4-Aminopiperidin-1-yl)ethyl]-5,7-difluoroquinolin-2(1H)-one), NC1CCN(CC1)CCN1C(C=CC2=C(C=C(C=C12)F)F)=O (1-[2-(4-Aminopiperidin-1-yl)ethyl]-5,7-difluoroquinolin-2(1H)-one), C=1C=CC2=C(C1)N=NN2O (HOBT), CC1=NC(=NO1)C1=CC=C(C(=O)O)C=C1 (4-(5-methyl-1,2,4-oxadiazol-3-yl)benzoic acid). Yields the product FC1=C2C=CC(N(C2=CC(=C1)F)CCN1CCC(CC1)NC(C1=CC=C(C=C1)C1=NOC(=N1)C)=O)=O (N-{1-[2-(5,7-Difluoro-2-oxoquinolin-1(2H)-yl)ethyl]piperidin-4-yl}-4-(5-methyl-1,2,4-oxadiazol-3-yl)benzamide). Isolated yield 44.7%. Reaction SMILES: [NH2:1][CH:2]1[CH2:7][CH2:6][N:5]([CH2:8][CH2:9][N:10]2[C:19]3[C:14](=[C:15]([F:21])[CH:16]=[C:17]([F:20])[CH:18]=3)[CH:13]=[CH:12][C:11]2=[O:22])[CH2:4][CH2:3]1.[CH3:23][C:24]1[O:28][N:27]=[C:26]([C:29]2[CH:37]=[CH:36][C:32]([C:33](O)=[O:34])=[CH:31][CH:30]=2)[N:25]=1.C(Cl)CCl.C1C=CC2N(O)N=NC=2C=1>>[F:21][C:15]1[CH:16]=[C:17]([F:20])[CH:18]=[C:19]2[C:14]=1[CH:13]=[CH:12][C:11](=[O:22])[N:10]2[CH2:9][CH2:8][N:5]1[CH2:4][CH2:3][CH:2]([NH:1][C:33](=[O:34])[C:32]2[CH:31]=[CH:30][C:29]([C:26]3[N:25]=[C:24]([CH3:23])[O:28][N:27]=3)=[CH:37][CH:36]=2)[CH2:7][CH2:6]1. Reported procedure: 1-[2-(4-Aminopiperidin-1-yl)ethyl]-5,7-difluoroquinolin-2(1H)-one (Intermediate 23, 100 mg, 0.326 mmol) was reacted as described for Example 99 with 4-(5-methyl-1,2,4-oxadiazol-3-yl)benzoic acid (80 mg, 0.391 mmol), EDC (94 mg, 0.489 mmol) and HOBT (66 mg, 0.489 mmol). Solvent removed and the obtained solids were suspended in ethyl acetate and then filtered to give title compound (71.9 mg). Reactants: BrCC(=O)C1=C(C(=C(C=C1)SC1=C(C=CC=C1)C(C)C)Cl)Cl (2-bromo-1-(2,3-dichloro-4-(2-isopropyl-phenylsulfanyl)-phenyl)-ethanone), C(N)(=S)N1CCN(CC1)C(C)=O (1-thiocarbamyl-4-acetyl piperazine). Run in CN(C)C=O (DMF). The product is ClC1=C(C=CC(=C1Cl)SC1=C(C=CC=C1)C(C)C)C=1N=C(SC1)N1CCN(CC1)C(C)=O (1-(4-(4-(2,3-Dichloro-4-(2-isopropyl-phenylsulfanyl)-phenyl)-thiazol-2-yl)-piperazin-1-yl)-ethanone). RXN SMILES: Br[CH2:2][C:3]([C:5]1[CH:10]=[CH:9][C:8]([S:11][C:12]2[CH:17]=[CH:16][CH:15]=[CH:14][C:13]=2[CH:18]([CH3:20])[CH3:19])=[C:7]([Cl:21])[C:6]=1[Cl:22])=O.[C:23]([N:26]1[CH2:31][CH2:30][N:29]([C:32](=[O:34])[CH3:33])[CH2:28][CH2:27]1)(=[S:25])[NH2:24]>CN(C=O)C>[Cl:22][C:6]1[C:7]([Cl:21])=[C:8]([S:11][C:12]2[CH:17]=[CH:16][CH:15]=[CH:14][C:13]=2[CH:18]([CH3:20])[CH3:19])[CH:9]=[CH:10][C:5]=1[C:3]1[N:24]=[C:23]([N:26]2[CH2:31][CH2:30][N:29]([C:32](=[O:34])[CH3:33])[CH2:28][CH2:27]2)[S:25][CH:2]=1. Procedure details: A solution of compound 41 (30 mg, 0.07 mmole) and 1-thiocarbamyl-4-acetyl piperazine (20.5 mg, 0.11 mmole) in DMF (1.0 ml) was stirred at ambient temperature for two hours. The solvent was evaporated and the residue was purified on a 5-g silica gel cartridge, giving the desired product 39 as a white solid. 23 mg, 65.7%. 1H-NMR (CDCl3, 500 MHz) δ 1.19 (d, J=8.5 Hz, 6H), 2.14 (s, 3H), 3.46-3.60 (m, 7H),), 3.75-3.78 (m, 2H), 6.48 (d, J=8.4 Hz, 1H), 7.09 (s, 1H), 7.21 (m, 1H), 7.44-7.51 (m, 3H), 7.5... Reactants: ClC=1C=C(C=CC1F)CC(=O)O ((3-chloro-4-fluorophenyl)acetic acid), CN[C@@H]1CCC=2N(C3=CC=CC=C3C2CC(=O)OCCC)C1 (propyl [(7R)-7-(methylamino)-6,7,8,9-tetrahydropyrido[1,2-a]indol-10-yl]acetate). Product: ClC=1C=C(C=CC1F)CC(=O)N([C@@H]1CCC=2N(C3=CC=CC=C3C2CC(=O)O)C1)C ({(7R)-7-[[(3-chloro-4-fluorophenyl)acetyl](methyl)amino]-6,7,8,9-tetrahydropyrido[1,2-a]indol-10-yl}acetic acid). As a reaction SMILES: [Cl:1][C:2]1[CH:3]=[C:4]([CH2:9][C:10]([OH:12])=O)[CH:5]=[CH:6][C:7]=1[F:8].[CH3:13][NH:14][C@H:15]1[CH2:34][N:19]2[C:20]3[C:25]([C:26]([CH2:27][C:28]([O:30]CCC)=[O:29])=[C:18]2[CH2:17][CH2:16]1)=[CH:24][CH:23]=[CH:22][CH:21]=3>>[Cl:1][C:2]1[CH:3]=[C:4]([CH2:9][C:10]([N:14]([CH3:13])[C@H:15]2[CH2:34][N:19]3[C:20]4[C:25]([C:26]([CH2:27][C:28]([OH:30])=[O:29])=[C:18]3[CH2:17][CH2:16]2)=[CH:24][CH:23]=[CH:22][CH:21]=4)=[O:12])[CH:5]=[CH:6][C:7]=1[F:8]. Procedure: The title compound was prepared using analogous procedures described in Example 1 (Method A) from (3-chloro-4-fluorophenyl)acetic acid and propyl [(7R)-7-(methylamino)-6,7,8,9-tetrahydropyrido[1,2-a]indol-10-yl]acetate. MS (+ESI) m/z: 429.